Dataset: the Open Reaction Database (ORD), a public repository of structured organic reaction records. Task: describe an organic reaction: reactants, conditions, products, and yield Reactants: C=C(C)C1=CC(=C(C=2OC3=C(C21)C=CC=C3)NC(C)=O)C(=C)C (N-(1,3-di(prop-1-en-2-yl)dibenzo[b,d]furan-4-yl)acetamide). The reagents and catalysts are [Pd] (Pd/C), [Pt] (Pt/C). The solvent is C(C)O (Ethanol). Product: C(C)(C)C1=CC(=C(C=2OC3=C(C21)C=CC=C3)NC(C)=O)C(C)C (N-(1,3-diisopropyldibenzo[b,d]furan-4-yl)acetamide). Isolated yield 82.1%. As a reaction SMILES: [CH2:1]=[C:2]([C:4]1[C:12]2[C:11]3[CH:13]=[CH:14][CH:15]=[CH:16][C:10]=3[O:9][C:8]=2[C:7]([NH:17][C:18](=[O:20])[CH3:19])=[C:6]([C:21]([CH3:23])=[CH2:22])[CH:5]=1)[CH3:3]>C(O)C.[Pd].[Pt]>[CH:2]([C:4]1[C:12]2[C:11]3[CH:13]=[CH:14][CH:15]=[CH:16][C:10]=3[O:9][C:8]=2[C:7]([NH:17][C:18](=[O:20])[CH3:19])=[C:6]([CH:21]([CH3:23])[CH3:22])[CH:5]=1)([CH3:3])[CH3:1]. Procedure details: In a 500 mL hydrogenation container was added N-(1,3-di(prop-1-en-2-yl)dibenzo[b,d]furan-4-yl)acetamide (22.6 g, 74.0 mmol), Pd/C, 10% (3 g, 74.0 mmol) and Pt/C, 5% (3 g, 74.0 mmol) in Ethanol (200 mL). After two days reaction, the solution was filtered through a Celite plug and washed with dichloromethane. The filtration was concentrated to give crude N-(1,3-diisopropyldibenzo[b,d]furan-4-yl)acetamide (18.8 g, 82% yield) as white solid. Reactants: FC1=CC=C(C=C1)N1C=C(C(C2=CC(=CC=C12)C#CC=1C=NC(=NC1)C)=O)C(=O)OCC (Ethyl 1-(4-fluorophenyl)-6-((2-methylpyrimidin-5-yl)ethynyl)-4-oxo-1,4-dihydroquinoline-3-carboxylate). The reagents and catalysts are [Pd] (palladium on carbon). The solvent is CO (methanol). Run at time 8 hour. Yields the product FC1=CC=C(C=C1)N1C=C(C(C2=CC(=CC=C12)CCC=1C=NC(=NC1)C)=O)C(=O)OCC (Ethyl 1-(4-fluorophenyl)-6-(2-(2-methylpyrimidin-5-yl)ethyl)-4-oxo-1,4-dihydroquinoline-3-carboxylate). Yield: 62.9%. As a reaction SMILES: [F:1][C:2]1[CH:7]=[CH:6][C:5]([N:8]2[C:17]3[C:12](=[CH:13][C:14]([C:18]#[C:19][C:20]4[CH:21]=[N:22][C:23]([CH3:26])=[N:24][CH:25]=4)=[CH:15][CH:16]=3)[C:11](=[O:27])[C:10]([C:28]([O:30][CH2:31][CH3:32])=[O:29])=[CH:9]2)=[CH:4][CH:3]=1>CO.[Pd]>[F:1][C:2]1[CH:7]=[CH:6][C:5]([N:8]2[C:17]3[C:12](=[CH:13][C:14]([CH2:18][CH2:19][C:20]4[CH:25]=[N:24][C:23]([CH3:26])=[N:22][CH:21]=4)=[CH:15][CH:16]=3)[C:11](=[O:27])[C:10]([C:28]([O:30][CH2:31][CH3:32])=[O:29])=[CH:9]2)=[CH:4][CH:3]=1. Procedure: Compound P (25 mg, 0.059 mmol, 1.0 eq) was dissolved in methanol (2 mL) and palladium on carbon (1 mg) was added. The reaction was pumped and purged with hydrogen and allowed to stir overnight. The reaction was filtered over Celite® and washed with 5% methanol in DCM. The organics were concentrated and purified using reverse phase chromatography to afford 16 mg (63%) of title compound as a white solid. 1H NMR (400 MHz, DMSO-d6) δ 8.54 (s, 2H), 8.41 (s, 1H), 8.09 (d, J=2.0 Hz, 1H), 7.74-7.71 (m, ...